From a dataset of the Open Reaction Database (ORD), a public repository of structured organic reaction records. describe an organic reaction: reactants, conditions, products, and yield Starting materials: ClC1=CC=C(C=C1)C1(CCN(CC1)CCC=C1CC2=C(OC3=NC=CC=C31)C=CC=C2O)O (4-(4-Chlorophenyl)-1-[3-(5,11-dihydro-7-hydroxy [1]benzoxepino[2,3-b]pyridin-5-ylidene)propyl]piperidin-4-ol), ClC1=CC=C(C=C1)C1CCN(CC1)CCC=C1CC2=C(OC3=NC=CC=C31)C=CC=C2O (4-(4-Chlorophenyl)-1-[3-(5,11-dihydro-7-hydroxy[1]benzoxepino[2,3-b]pyridin-5-ylidene)propyl]piperidine). Yields the product ClC1=CC=C(C=C1)C1CCN(CC1)CCC=C1CC2=C(OC3=NC=CC=C31)C=CC=C2OCC (4-(4-Chlorophenyl)-1-[3-(5,11-dihydro-7-ethoxy[1]benzoxepino[2,3-b]pyridin-5-ylidene)propyl]piperidine). Reaction SMILES: [Cl:1][C:2]1[CH:7]=[CH:6][C:5]([C:8]2(O)[CH2:13][CH2:12][N:11]([CH2:14][CH2:15][CH:16]=[C:17]3[C:27]4[C:22](=[N:23][CH:24]=[CH:25][CH:26]=4)[O:21][C:20]4[CH:28]=[CH:29][CH:30]=[C:31]([OH:32])[C:19]=4[CH2:18]3)[CH2:10][CH2:9]2)=[CH:4][CH:3]=1.Cl[C:35]1C=CC(C2CCN(CCC=C3C4C(=NC=CC=4)OC4C=CC=C(O)C=4C3)CC2)=C[CH:36]=1>>[Cl:1][C:2]1[CH:3]=[CH:4][C:5]([CH:8]2[CH2:9][CH2:10][N:11]([CH2:14][CH2:15][CH:16]=[C:17]3[C:27]4[C:22](=[N:23][CH:24]=[CH:25][CH:26]=4)[O:21][C:20]4[CH:28]=[CH:29][CH:30]=[C:31]([O:32][CH2:35][CH3:36])[C:19]=4[CH2:18]3)[CH2:12][CH2:13]2)=[CH:6][CH:7]=1. Procedure details: The titled compound was prepared by following the procedure of example 46, but replacing the product of example 44 with the product of example 151. Reactants: S(=O)(Cl)Cl (thionyl chloride), [N+](=O)([O-])C=1C(=C(C(=O)O)C=CC1)[N+](=O)[O-] (dinitrobenzoic acid), Cl (hydrogen chloride), [N+](=O)([O-])C=1C=C(C(=O)O)C=C(C1)[N+](=O)[O-] (3,5 dinitrobenzoic acid). The solvent is CN(C)C=O (DMF), C(C)(=O)OCC (ethyl acetate). Product: [N+](=O)([O-])C=1C=C(C(=O)Cl)C=C(C1)[N+](=O)[O-] (3,5-dinitrobenzoic chloride). The yield is 90.0%. Reaction SMILES: [N+:1]([C:4]1[CH:5]=[C:6]([CH:10]=[C:11]([N+:13]([O-:15])=[O:14])[CH:12]=1)[C:7](O)=[O:8])([O-:3])=[O:2].S(Cl)([Cl:18])=O.[N+](C1C([N+]([O-])=O)=C(C=CC=1)C(O)=O)([O-])=O.Cl>CN(C=O)C.C(OCC)(=O)C>[N+:1]([C:4]1[CH:5]=[C:6]([CH:10]=[C:11]([N+:13]([O-:15])=[O:14])[CH:12]=1)[C:7]([Cl:18])=[O:8])([O-:3])=[O:2]. Procedure details: 3,5 dinitrobenzoic acid and ethyl acetate were placed in a reaction vessel. While thionyl chloride with some drops of DMF (about double as many moles as dinitrobenzoic acid) was dropped into the reaction mixtures, the reaction mixtures were refluxed with stirring until the generation of hydrogen chloride gas stopped. The reacted solution was concentrated until a solid could be precipitated and was poured into hexane and then the precipitated solid was separated by filtration. 3,5-dinitrobenzoic ... Starting materials: C(C1=CC=CC=C1)OC(=O)NC(CC(=O)N[C@H]1C(NC2=C(CC1)C=CC=C2)=O)(C)C (3-benzyloxycarbonylamino-3-methyl-N-[2,3,4,5-tetrahydro-2-oxo-1H-1-benzazepin-3(R)-yl]-butanamide), [H-].[Na+] (sodium hydride), [Br-] (bromide), BrCC1=CC=C(C=C1)C=1C(=CC=CC1)C(=O)OC(C)(C)C (t-butyl 4'-bromomethyl-1,1'-biphenyl-2-carboxylate). Run in CN(C=O)C (dimethylformamide), CN(C=O)C (dimethylformamide). Run at time 20 minute. Yields the product CC(C)(C)OC(=O)C=1C(=CC=CC1)C1=CC=C(C=C1)CN1C([C@@H](CCC2=C1C=CC=C2)NC(CC(C)(NC(=O)OCC2=CC=CC=C2)C)=O)=O (4'-[[2,3,4,5-Tetrahydro-3(R)-[[3-methyl-1-oxo-3-[[(benzyloxy)carbonyl]amino]butyl]-amino]-2-oxo-1H-1 -benzazepin-1-yl]methyl][1,1'-biphenyl]-2-carboxylic acid 1,1-dimethylethyl ester). The yield is 85.8%. RXN SMILES: [CH2:1]([O:8][C:9]([NH:11][C:12]([CH3:30])([CH3:29])[CH2:13][C:14]([NH:16][C@@H:17]1[CH2:23][CH2:22][C:21]2[CH:24]=[CH:25][CH:26]=[CH:27][C:20]=2[NH:19][C:18]1=[O:28])=[O:15])=[O:10])[C:2]1[CH:7]=[CH:6][CH:5]=[CH:4][CH:3]=1.[H-].[Na+].Br[CH2:34][C:35]1[CH:40]=[CH:39][C:38]([C:41]2[C:42]([C:47]([O:49][C:50]([CH3:53])([CH3:52])[CH3:51])=[O:48])=[CH:43][CH:44]=[CH:45][CH:46]=2)=[CH:37][CH:36]=1.[Br-]>CN(C)C=O>[CH3:53][C:50]([O:49][C:47]([C:42]1[C:41]([C:38]2[CH:37]=[CH:36][C:35]([CH2:34][N:19]3[C:20]4[CH:27]=[CH:26][CH:25]=[CH:24][C:21]=4[CH2:22][CH2:23][C@@H:17]([NH:16][C:14](=[O:15])[CH2:13][C:12]([CH3:30])([NH:11][C:9]([O:8][CH2:1][C:2]4[CH:7]=[CH:6][CH:5]=[CH:4][CH:3]=4)=[O:10])[CH3:29])[C:18]3=[O:28])=[CH:40][CH:39]=2)=[CH:46][CH:45]=[CH:44][CH:43]=1)=[O:48])([CH3:51])[CH3:52] |f:1.2|. Procedure: To a solution of 1.22 g (3.0 mmol) of 3-benzyloxycarbonylamino-3-methyl-N-[2,3,4,5-tetrahydro-2-oxo-1H-1-benzazepin-3(R)-yl]-butanamide (Example 1, Step F) in 10 mL of dry dimethylformamide under nitrogen was added 131.6 mg (3.92 mmol) of 60% sodium hydride in oil. After stirring for 20 minutes, a solution of 1.14 g (3.29 mmol) of t-butyl 4'-bromomethyl-1,1'-biphenyl-2-carboxylate (prepared according to the procedure of D. J. Carini, et. al. EPO publication 324.377) in 2.5 mL of dimethylformamid... Starting materials: NC1=CC=C(C=C1)N1C2=C(NC(CC1=O)=O)C1=CC=CC=C1C=C2 (5-(4-aminophenyl)-1H-naphtho[1,2-b][1,4]diazepine-2,4(3H,5H)-dione), C(C1=CC=CC=C1)(=O)NCC1=CC=C(C=C1)N1C2=C(NC(CC1=O)=O)C1=CC=CC=C1C=C2 (5-[4-[(Benzoylamino)methyl]phenyl]-1H-naphtho[1,2-b][1,4]diazepine-2,4(3H,5H)-dione), IC1=C(C(=O)Cl)C=CC=C1 (2-iodobenzoyl chloride). Yields the product IC1=C(C(=O)NC2=CC=C(C=C2)N2C3=C(NC(CC2=O)=O)C2=CC=CC=C2C=C3)C=CC=C1 (5-[4-(2-Iodobenzoylamino)phenyl]-1H-naphtho[1,2-b][1,4]diazepine-2,4(3H,5H)-dione). The yield is 30.8%. As a reaction SMILES: [NH2:1][C:2]1[CH:7]=[CH:6][C:5]([N:8]2[C:14](=[O:15])[CH2:13][C:12](=[O:16])[NH:11][C:10]3[C:17]4[C:22]([CH:23]=[CH:24][C:9]2=3)=[CH:21][CH:20]=[CH:19][CH:18]=4)=[CH:4][CH:3]=1.[I:25][C:26]1[CH:34]=[CH:33][CH:32]=[CH:31][C:27]=1[C:28](Cl)=[O:29].C(NCC1C=CC(N2C(=O)CC(=O)NC3C4C(C=CC2=3)=CC=CC=4)=CC=1)(=O)C1C=CC=CC=1>>[I:25][C:26]1[CH:34]=[CH:33][CH:32]=[CH:31][C:27]=1[C:28]([NH:1][C:2]1[CH:7]=[CH:6][C:5]([N:8]2[C:14](=[O:15])[CH2:13][C:12](=[O:16])[NH:11][C:10]3[C:17]4[C:22]([CH:23]=[CH:24][C:9]2=3)=[CH:21][CH:20]=[CH:19][CH:18]=4)=[CH:4][CH:3]=1)=[O:29]. Procedure: By using 5-(4-aminophenyl)-1H-naphtho[1,2-b][1,4]diazepine-2,4(3H,5H)-dione (30 mg, 0.095 mmol) obtained in Example 1, (3), and 2-iodobenzoyl chloride (0.143 mmol), the title compound (16 mg, yield 31%) was obtained in the same manner as that of Example 1, (4). The reactants are BrC=1C=C2CC3=C(NN=C3C=3C(=NOC3C)C3=CC=CC=C3)C2=CC1 (6-bromo-3-(5-methyl-3-phenylisoxazol-4-yl)-1,4-dihydroindeno[1,2-c]pyrazole), C[Si](N[Si](C)(C)C)(C)C (hexamethyldisilazane), C(C)(C)N(CC)C(C)C (diisopropylethylamine), C1(=CC=CC=C1)P(CCCP(C1=CC=CC=C1)C1=CC=CC=C1)C1=CC=CC=C1 (1,3-bis(diphenylphosphino)propane), CN1C(N(CCC1)C)=O (1,3-dimethyl-3,4,5,6-tetrahydro-2(1H)-pyrimidinone). The reagents and catalysts are CC(=O)[O-].CC(=O)[O-].[Pd+2] (Pd(OAc)2). Conditions: temperature 100 celsius, time 2 hour. Yields the product CC1=C(C(=NO1)C1=CC=CC=C1)C1=C2C(=NN1)C1=CC=C(C=C1C2)C(=O)N (3-(5-Methyl-3-phenylisoxazol-4-yl)-2,4-dihydroindeno[1,2-c]pyrazole-6-carboxylic acid amide). Isolated yield 19.0%. As a reaction SMILES: Br[C:2]1[CH:3]=[C:4]2[C:23](=[CH:24][CH:25]=1)[C:7]1[NH:8][N:9]=[C:10]([C:11]3[C:12]([C:17]4[CH:22]=[CH:21][CH:20]=[CH:19][CH:18]=4)=[N:13][O:14][C:15]=3[CH3:16])[C:6]=1[CH2:5]2.C[Si](C)(C)N[Si](C)(C)C.C(N(C(C)C)CC)(C)C.C1(P(C2C=CC=CC=2)CCCP(C2C=CC=CC=2)C2C=CC=CC=2)C=CC=CC=1.C[N:74]1CCCN(C)[C:75]1=[O:81]>CC([O-])=O.CC([O-])=O.[Pd+2]>[CH3:16][C:15]1[O:14][N:13]=[C:12]([C:17]2[CH:18]=[CH:19][CH:20]=[CH:21][CH:22]=2)[C:11]=1[C:10]1[NH:9][N:8]=[C:7]2[C:23]3[C:4]([CH2:5][C:6]=12)=[CH:3][C:2]([C:75]([NH2:74])=[O:81])=[CH:25][CH:24]=3 |f:5.6.7|. Procedure details: A solution of 6-bromo-3-(5-methyl-3-phenylisoxazol-4-yl)-1,4-dihydroindeno[1,2-c]pyrazole (250 mg, 0.6 mmol), hexamethyldisilazane (0.9 ml, 4.2 mmol), diisopropylethylamine (0.2 ml, 1.2 mmol) and 1,3-bis(diphenylphosphino)propane (25 mg, 0.06 mmol) in 1,3-dimethyl-3,4,5,6-tetrahydro-2(1H)-pyrimidinone (5 ml) was degassed with nitrogen for 0.5 h, Pd(OAc)2 (13 mg, 0.06 mmol) was added and carbon monoxide was bubbled through the reaction whilst heating to 100° C. After 2 h the stream of carbon mono... The reactants are N1=CC=C(C=C1)CC=1C(NC(=NC1)SC)=O (5-(4-pyridylmethyl)-2-methylthio-4-pyrimidone), CC1=C(N=CN1)CSCCN (2-(5-methyl-4-imidazolylmethylthio)ethylamine). Product: CC1=C(N=CN1)CSCCNC1=NC=C(C(N1)=O)CC1=CC=NC=C1 (2-[2-(5-methyl-4-imidazolylmethylthio)ethylamino]-5-(4-pyridylmethyl)-4-pyrimidone). RXN SMILES: [N:1]1[CH:6]=[CH:5][C:4]([CH2:7][C:8]2[C:9](=[O:16])[NH:10][C:11](SC)=[N:12][CH:13]=2)=[CH:3][CH:2]=1.[CH3:17][C:18]1[NH:22][CH:21]=[N:20][C:19]=1[CH2:23][S:24][CH2:25][CH2:26][NH2:27]>>[CH3:17][C:18]1[NH:22][CH:21]=[N:20][C:19]=1[CH2:23][S:24][CH2:25][CH2:26][NH:27][C:11]1[NH:10][C:9](=[O:16])[C:8]([CH2:7][C:4]2[CH:3]=[CH:2][N:1]=[CH:6][CH:5]=2)=[CH:13][N:12]=1. Reported procedure: An intimate mixture of 5-(4-pyridylmethyl)-2-methylthio-4-pyrimidone (5.9 g) and 2-(5-methyl-4-imidazolylmethylthio)ethylamine (4.3 g) was heated at 145°-150° for 5 hours and allowed to cool to give 2-[2-(5-methyl-4-imidazolylmethylthio)ethylamino]-5-(4-pyridylmethyl)-4-pyrimidone. This residue was triturated with water, and treated with ethanolic hydrogen chloride to give the title compound m.p. 228°-233°. Reactants: C(C)OC=1C=C(C=CC1OC)C(CS(=O)(=O)C)N (1-(3-ethoxy-4-methoxyphenyl)-2-methylsulfonylethylamine), C(C)(=O)NC=1C=C2C(C(=O)OC2=O)=CC1 (4-acetamidophthalic anhydride). The product is C(C)OC=1C=C(C=CC1OC)C(CS(=O)(=O)C)N1C(C2=CC=C(C=C2C1=O)NC(C)=O)=O (2-[1-(3-Ethoxy-4-methoxyphenyl)-2-methylsulfonylethyl]-5-acetamidoisoindoline-1,3-dione), solid. The yield is 20.0%. RXN SMILES: [CH2:1]([O:3][C:4]1[CH:5]=[C:6]([CH:12]([NH2:18])[CH2:13][S:14]([CH3:17])(=[O:16])=[O:15])[CH:7]=[CH:8][C:9]=1[O:10][CH3:11])[CH3:2].[C:19]([NH:22][C:23]1[CH:24]=[C:25]2[C:30](=O)[O:29][C:27](=[O:28])[C:26]2=[CH:32][CH:33]=1)(=[O:21])[CH3:20]>>[CH2:1]([O:3][C:4]1[CH:5]=[C:6]([CH:12]([N:18]2[C:30](=[O:29])[C:25]3[C:26](=[CH:32][CH:33]=[C:23]([NH:22][C:19](=[O:21])[CH3:20])[CH:24]=3)[C:27]2=[O:28])[CH2:13][S:14]([CH3:17])(=[O:16])=[O:15])[CH:7]=[CH:8][C:9]=1[O:10][CH3:11])[CH3:2]. Procedure details: 2-[1-(3-Ethoxy-4-methoxyphenyl)-2-methylsulfonylethyl]-5-acetamidoisoindoline-1,3-dione was prepared by the procedure of Example 6 from 1-(3-ethoxy-4-methoxyphenyl)-2-methylsulfonylethylamine (1.0 g, 3.7 mmol) and 4-acetamidophthalic anhydride (751 mg, 3.66 mmol). The product was obtained as a yellow solid (330 mg, 20% yield): mp, 215.0-217.0° C.; 1H NMR (DMSO-d6) δ 1.32 (t, J=6.9 Hz, 3H, CH3), 2.12 (s, 3H, CH3), 2.99 (s, 3H, CH3), 3.73 (s, 3H, CH3), 4.00 (q, J=7.0 Hz, 2H, CH2), 4.12 (dd, J=4.5,...